This data is from the Open Reaction Database (ORD), a public repository of structured organic reaction records. The task is: describe an organic reaction: reactants, conditions, products, and yield Reactants: C[O-], CN(C)C=O, CCOC(C)=O, ClCc1ccc2ccccc2n1, [Na+], O, Oc1cccc(C2CN=C(c3ccccn3)O2)c1. The product is c1ccc(C2=NCC(c3cccc(OCc4ccc5ccccc5n4)c3)O2)nc1. As a reaction SMILES: [CH3:31][O-:32].[CH3:34][N:35]([CH3:36])[CH:37]=[O:38].[CH3:39][CH2:40][O:41][C:42](=[O:43])[CH3:44].[Cl:19][CH2:20][c:21]1[n:22][c:23]2[cH:24][cH:25][cH:26][cH:27][c:28]2[cH:29][cH:30]1.[Na+:33].[OH2:45].[OH:1][c:2]1[cH:3][c:4]([CH:8]2[CH2:9][N:10]=[C:11]([c:13]3[n:14][cH:15][cH:16][cH:17][cH:18]3)[O:12]2)[cH:5][cH:6][cH:7]1>>[O:1]([c:2]1[cH:3][c:4]([CH:8]2[CH2:9][N:10]=[C:11]([c:13]3[n:14][cH:15][cH:16][cH:17][cH:18]3)[O:12]2)[cH:5][cH:6][cH:7]1)[CH2:20][c:21]1[n:22][c:23]2[cH:24][cH:25][cH:26][cH:27][c:28]2[cH:29][cH:30]1. Reaction SMILES: [C:25]([O-:26])(=[O:27])[O-:28].[CH2:1]([c:2]1[cH:3][cH:4][cH:5][cH:6][cH:7]1)[NH:8][CH:9]([C:10]#[N:11])[CH:12]1[N:13]([CH2:18][c:19]2[cH:20][cH:21][cH:22][cH:23][cH:24]2)[C:14](=[O:17])[SH:15]=[CH:16]1.[CH3:34][S:35]([CH3:36])=[O:37].[K+:29].[K+:30].[OH2:33].[OH:31][OH:32]>>[CH2:1]([c:2]1[cH:3][cH:4][cH:5][cH:6][cH:7]1)[NH:8][CH:9]([C:10]([NH2:11])=[O:26])[CH:12]1[N:13]([CH2:18][c:19]2[cH:20][cH:21][cH:22][cH:23][cH:24]2)[C:14](=[O:17])[SH:15]=[CH:16]1. Starting materials: O=C([O-])[O-], N#CC(NCc1ccccc1)C1C=[SH]C(=O)N1Cc1ccccc1, CS(C)=O, [K+], [K+], O, OO. Product: NC(=O)C(NCc1ccccc1)C1C=[SH]C(=O)N1Cc1ccccc1. Product: NC(=NO)c1cnc(N2CCC(Oc3ccccc3C(F)(F)F)C2)s1. As a reaction SMILES: [ClH:24].[F:1][C:2]([c:3]1[c:4]([O:5][CH:6]2[CH2:7][N:8]([c:11]3[s:12][c:13]([C:16]#[N:17])[cH:14][n:15]3)[CH2:9][CH2:10]2)[cH:18][cH:19][cH:20][cH:21]1)([F:22])[F:23].[NH2:25][OH:26].[Na+:27].[Na+:28].[O-:29][C:30](=[O:31])[O-:32]>>[F:1][C:2]([c:3]1[c:4]([O:5][CH:6]2[CH2:7][N:8]([c:11]3[s:12][c:13]([C:16]([NH2:17])=[N:25][OH:26])[cH:14][n:15]3)[CH2:9][CH2:10]2)[cH:18][cH:19][cH:20][cH:21]1)([F:22])[F:23]. The reactants are Cl, N#Cc1cnc(N2CCC(Oc3ccccc3C(F)(F)F)C2)s1, NO, [Na+], [Na+], O=C([O-])[O-]. The reactants are C(CC)N=C=O (propyl isocyanate), C(#N)CC(=O)NCC1CCCCC1 (2-cyano-N-(cyclohexylmethyl)acetamide). The solvent is C1(=CC=CC=C1)C (toluene). The product is NC1=CC(N(C(N1CCC)=O)CC1CCCCC1)=O (6-Amino-3-(cyclohexylmethyl)-1-propyluracil), C(#N)CC(=O)N(C(=O)NCCC)CC1CCCCC1 (1-(2-cyanoacetyl)-1-cyclohexylmethyl-3-propylurea). As a reaction SMILES: [CH2:1]([N:4]=[C:5]=[O:6])[CH2:2][CH3:3].[C:7]([CH2:9][C:10]([NH:12][CH2:13][CH:14]1[CH2:19][CH2:18][CH2:17][CH2:16][CH2:15]1)=[O:11])#[N:8]>C1(C)C=CC=CC=1>[NH2:8][C:7]1[N:4]([CH2:1][CH2:2][CH3:3])[C:5](=[O:6])[N:12]([CH2:13][CH:14]2[CH2:19][CH2:18][CH2:17][CH2:16][CH2:15]2)[C:10](=[O:11])[CH:9]=1.[C:7]([CH2:9][C:5]([N:4]([CH2:1][CH:2]1[CH2:16][CH2:15][CH2:14][CH2:13][CH2:3]1)[C:10]([NH:12][CH2:13][CH2:14][CH3:15])=[O:11])=[O:6])#[N:8]. Procedure: 6-Amino-3-(cyclohexylmethyl)-1-propyluracil was prepared by the method of V. Papesh, J. Org. Chem. 1951, 16, 1879-1889. A solution of propyl isocyanate (Aldrich, 10.92 mL, 116.5 mmol) and 2-cyano-N-(cyclohexylmethyl)acetamide (from step (a), 14.00 g, 77.7 mmol) in anhydrous toluene (100 mL) was stirred at reflux (heating mantle) under nitrogen for 24 h. Volatiles were then removed at 20 Torr and 50° C., and the resulting orange oil was chromatographed on silica gel. 1-(2-Cyanoacetyl)-1-cyclohexy... The product is C1(=CC=CC=C1)[C@@H](C)N[C@@]1(C2[C@H](C2[C@H](C1)O)C(=O)OCC)C(=O)OCC (Ethyl 2-[((1R)-1-phenylethyl)amino](2S,4S,6R)-2-(ethoxycarbonyl)-4-hydroxybicyclo[3.1.0]hexane-6-carboxylate). Run at time 16 hour. Procedure: To a suspension of 2-[((1R)-1-phenylethyl) amino](2S,4S,6R)-4-hydroxybicyclo[3.1.0]hexane-2,6-dicarboxylic acid (4 g, 13 mmol) in 48 mL of ethanol at room temperature is added acetyl chloride (11.2 mL, 157 mmol) via an addition funnel such that a gentle reflux is maintained. The resulting mixture is allowed to stir another 16 hours at reflux and upon cooling to room temperature is concentrated in vacuo to a solid residue. The solid is treated slowly with a solution of sodium bicarbonate (6.6 g) ... Yield: 99.0%. The reactants are C1(=CC=CC=C1)[C@@H](C)N[C@@]1(C2[C@H](C2[C@H](C1)O)C(=O)O)C(=O)O (2-[((1R)-1-phenylethyl) amino](2S,4S,6R)-4-hydroxybicyclo[3.1.0]hexane-2,6-dicarboxylic acid), C(C)O (ethanol), C(C)(=O)Cl (acetyl chloride). As a reaction SMILES: [C:1]1([C@H:7]([NH:9][C@@:10]2([C:20]([OH:22])=[O:21])[CH2:15][C@H:14]([OH:16])[CH:13]3[CH:11]2[C@H:12]3[C:17]([OH:19])=[O:18])[CH3:8])[CH:6]=[CH:5][CH:4]=[CH:3][CH:2]=1.[C:23](Cl)(=O)[CH3:24].[CH2:27](O)[CH3:28]>>[C:1]1([C@H:7]([NH:9][C@@:10]2([C:20]([O:22][CH2:23][CH3:24])=[O:21])[CH2:15][C@H:14]([OH:16])[CH:13]3[CH:11]2[C@H:12]3[C:17]([O:19][CH2:27][CH3:28])=[O:18])[CH3:8])[CH:6]=[CH:5][CH:4]=[CH:3][CH:2]=1. Starting materials: Cl, CC(=O)Nc1cccc(C#CC(C)(C)O)c1. The product is CC(C)(O)C#Cc1cccc(N)c1. Reaction SMILES: [ClH:17].[OH:1][C:2]([C:3]#[C:4][c:5]1[cH:6][c:7]([NH:11][C:12](=[O:13])[CH3:14])[cH:8][cH:9][cH:10]1)([CH3:15])[CH3:16]>>[OH:1][C:2]([C:3]#[C:4][c:5]1[cH:6][c:7]([NH2:11])[cH:8][cH:9][cH:10]1)([CH3:15])[CH3:16].